This data is from the Open Reaction Database (ORD), a public repository of structured organic reaction records. The task is: describe an organic reaction: reactants, conditions, products, and yield Starting materials: CC(C)(C)n1nc(C(F)(F)F)c(CO)c1Cl, CCOCC, O, BrP(Br)Br. Yields the product CC(C)(C)n1nc(C(F)(F)F)c(CBr)c1Cl. RXN SMILES: [C:1]([CH3:2])([CH3:3])([CH3:4])[n:5]1[n:6][c:7]([C:13]([F:14])([F:15])[F:16])[c:8]([CH2:11][OH:12])[c:9]1[Cl:10].[CH3:22][CH2:23][O:24][CH2:25][CH3:26].[OH2:21].[P:17]([Br:18])([Br:19])[Br:20]>>[C:1]([CH3:2])([CH3:3])([CH3:4])[n:5]1[n:6][c:7]([C:13]([F:14])([F:15])[F:16])[c:8]([CH2:11][Br:18])[c:9]1[Cl:10]. Starting materials: C1(CC1)CCN1C(=NC2=C1C=CC=C2)C(=O)N([C@@H]2CN(C[C@@H](C2)C(=O)N2CCOCC2)C(=O)OC(C)(C)C)CC(C)C (tert-butyl (3S, 5R)-3-[{[1-(2-cyclopropylethyl)-1H-benzimidazol-2-yl]carbonyl}(2-methylpropyl)amino]-5-(morpholin-4-ylcarbonyl)piperidine-1-carboxylate), C(C)(=O)OCC.Cl (hydrogen chloride-ethyl acetate). Run at time 3 hour. Product: Cl.Cl.C1(CC1)CCN1C(=NC2=C1C=CC=C2)C(=O)N([C@@H]2CNC[C@@H](C2)C(=O)N2CCOCC2)CC(C)C (1-(2-cyclopropylethyl)-N-(2-methylpropyl)-N-[(3S, 5R)-5-(morpholin-4-ylcarbonyl)piperidin-3-yl]-1H-benzimidazole-2-carboxamide dihydrochloride). RXN SMILES: [CH:1]1([CH2:4][CH2:5][N:6]2[C:10]3[CH:11]=[CH:12][CH:13]=[CH:14][C:9]=3[N:8]=[C:7]2[C:15]([N:17]([CH2:39][CH:40]([CH3:42])[CH3:41])[C@H:18]2[CH2:23][C@@H:22]([C:24]([N:26]3[CH2:31][CH2:30][O:29][CH2:28][CH2:27]3)=[O:25])[CH2:21][N:20](C(OC(C)(C)C)=O)[CH2:19]2)=[O:16])[CH2:3][CH2:2]1.C(OCC)(=O)C.[ClH:49]>>[ClH:49].[ClH:49].[CH:1]1([CH2:4][CH2:5][N:6]2[C:10]3[CH:11]=[CH:12][CH:13]=[CH:14][C:9]=3[N:8]=[C:7]2[C:15]([N:17]([CH2:39][CH:40]([CH3:42])[CH3:41])[C@H:18]2[CH2:23][C@@H:22]([C:24]([N:26]3[CH2:27][CH2:28][O:29][CH2:30][CH2:31]3)=[O:25])[CH2:21][NH:20][CH2:19]2)=[O:16])[CH2:2][CH2:3]1 |f:1.2,3.4.5|. Reported procedure: To a solution of tert-butyl (3S, 5R)-3-[(1H-benzimidazol-2-ylcarbonyl)(2-methylpropyl)amino]-5-(morpholin-4-ylcarbonyl)piperidine-1-carboxylate (257 mg), 2-cyclopropylethanol (86 mg) and triphenylphosphine (263 mg) in toluene (10 ml) was added diisopropyl azodicarboxylate (506 μl) at room temperature, and the mixture was stirred at the same temperature for 17 hr. The reaction mixture was diluted with aqueous sodium bicarbonate, and the mixture was extracted with ethyl acetate. The extract was wa...